This data is from the Open Reaction Database (ORD), a public repository of structured organic reaction records. The task is: describe an organic reaction: reactants, conditions, products, and yield The reactants are NCC[C@H](CO)O ((R)-4-aminobutane-1,2-diol), CC1(C=2C=CC(=CC2C(CC1)(C)C)C1CC(CCN1C1=NC=CC=C1)=O)C (6-(5,5,8,8-tetramethyl-5,6,7,8-tetrahydronaphthalen-2-yl)-2,3,5,6-tetrahydro-1,2′-bipyridinyl-4-one), Cl (hydrochloride). The product is CC1(C=2C=CC(=CC2C(CC1)(C)C)C1=CC=CC(=N1)N1CCC(CC1)NCC[C@H](CO)O)C ((R)-4-[6′-(5,5,8,8-Tetramethyl-5,6,7,8-tetrahydronaphthalen-2-yl)-3,4,5,6-tetrahydro-2H-1,2′-bipyridinyl-4-ylamino]butane-1,2-diol). RXN SMILES: [NH2:1][CH2:2][CH2:3][C@@H:4]([OH:7])[CH2:5][OH:6].[CH3:8][C:9]1([CH3:34])[CH2:18][CH2:17][C:16]([CH3:20])([CH3:19])[C:15]2[CH:14]=[C:13]([CH:21]3[N:26](C4C=CC=CN=4)[CH2:25][CH2:24][C:23](=O)[CH2:22]3)[CH:12]=[CH:11][C:10]1=2.Cl>>[CH3:8][C:9]1([CH3:34])[CH2:18][CH2:17][C:16]([CH3:20])([CH3:19])[C:15]2[CH:14]=[C:13]([C:21]3[N:26]=[C:25]([N:26]4[CH2:21][CH2:22][CH:23]([NH:1][CH2:2][CH2:3][C@@H:4]([OH:7])[CH2:5][OH:6])[CH2:24][CH2:25]4)[CH:24]=[CH:23][CH:22]=3)[CH:12]=[CH:11][C:10]1=2. Procedure: The preparation is carried out analogously to FS1008 starting from 21 mg (0.199 mmol) of (R)-4-aminobutane-1,2-diol and 80 mg (0.199 mmol) of 6-(5,5,8,8-tetramethyl-5,6,7,8-tetrahydronaphthalen-2-yl)-2,3,5,6-tetrahydro-1,2′-bipyridinyl-4-one. The product is in the form of the hydrochloride. The reactants are ClC=1C(=C(C(=O)OC)C=C(C1C(F)(F)F)CC1=CC=C(C=C1)N1N=CC=C1)C=C (methyl 3-chloro-2-ethenyl-5-[4-(1H-pyrazol-1-yl)benzyl]-4-(trifluoromethyl)benzoate), ClC=1C(=C(C(=O)OCC)C=C(C1C(F)(F)F)CC1=CC=C(C=C1)N1N=CC=C1)C=C (ethyl 3-chloro-2-ethenyl-5-[4-(1H-pyrazol-1-yl)benzyl]-4-(trifluoromethyl)benzoate), O.[OH-].[Li+] (lithium hydroxide monohydrate), Cl (hydrochloric acid). Solvent: C1CCOC1 (THF), CO (methanol), O (water). Run at temperature 15 celsius, time 16 hour. Product: ClC=1C(=C(C(=O)O)C=C(C1C(F)(F)F)CC1=CC=C(C=C1)N1N=CC=C1)C=C (3-chloro-2-ethenyl-5-[4-(1H-pyrazol-1-yl)benzyl]-4-(trifluoromethyl)benzoic acid). Yield: 19.4%. RXN SMILES: [Cl:1][C:2]1[C:3]([CH:28]=[CH2:29])=[C:4]([CH:9]=[C:10]([CH2:16][C:17]2[CH:22]=[CH:21][C:20]([N:23]3[CH:27]=[CH:26][CH:25]=[N:24]3)=[CH:19][CH:18]=2)[C:11]=1[C:12]([F:15])([F:14])[F:13])[C:5]([O:7]C)=[O:6].ClC1C(C=C)=C(C=C(CC2C=CC(N3C=CC=N3)=CC=2)C=1C(F)(F)F)C(OCC)=O.O.[OH-].[Li+].Cl>C1COCC1.CO.O>[Cl:1][C:2]1[C:3]([CH:28]=[CH2:29])=[C:4]([CH:9]=[C:10]([CH2:16][C:17]2[CH:22]=[CH:21][C:20]([N:23]3[CH:27]=[CH:26][CH:25]=[N:24]3)=[CH:19][CH:18]=2)[C:11]=1[C:12]([F:15])([F:14])[F:13])[C:5]([OH:7])=[O:6] |f:2.3.4|. Procedure details: To a solution of methyl 3-chloro-2-ethenyl-5-[4-(1H-pyrazol-1-yl)benzyl]-4-(trifluoromethyl)benzoate (0.80 g) and ethyl 3-chloro-2-ethenyl-5-[4-(1H-pyrazol-1-yl)benzyl]-4-(trifluoromethyl)benzoate (0.80 g) in THF (5.08 mL)-water (5.08 mL) were added lithium hydroxide monohydrate (0.20 g) and methanol (0.50 mL), and the mixture was stirred at 15° C. for 16 hr. The reaction mixture was poured into 1N hydrochloric acid, and the mixture was extracted with ethyl acetate. The organic layer was dried o... The reactants are ON=C(CCC)C1=CC=C(C=C1)NC(=O)N(CC(=O)OCC)CC=CC (N-[4-(1-hydroxyiminobutyl)phenyl]-N'-(2-butenyl)-N'-ethoxycarbonylmethylurea), O([Na])C (NaOCH3). Solvent: CO (CH3OH), CO (CH3OH). The product is C(C=CC)N1C(=O)N(C(=O)C1)C1=CC=C(C=C1)C(CCC)=NO (1-(2-butenyl)-3-[4-(1-hydroxyiminobutyl)phenyl]hydantoin). As a reaction SMILES: [OH:1][N:2]=[C:3]([C:7]1[CH:12]=[CH:11][C:10]([NH:13][C:14]([N:16]([CH2:23][CH:24]=[CH:25][CH3:26])[CH2:17][C:18](OCC)=[O:19])=[O:15])=[CH:9][CH:8]=1)[CH2:4][CH2:5][CH3:6].O(C)[Na]>CO>[CH2:23]([N:16]1[CH2:17][C:18](=[O:19])[N:13]([C:10]2[CH:11]=[CH:12][C:7]([C:3](=[N:2][OH:1])[CH2:4][CH2:5][CH3:6])=[CH:8][CH:9]=2)[C:14]1=[O:15])[CH:24]=[CH:25][CH3:26]. Procedure details: 0.01 mol of this urea is dissolved in 150 mL of CH3OH. the pH is adjusted to approximately 10.0 using 25% NaOCH3 solution in CH3OH. The solution is heated to reflux for 2.5 hours, after which time the solvent is removed in vacuo. The residue is washed with cold water and dried in vacuo to yield crude 1-(2-butenyl)-3-[4-(1-hydroxyiminobutyl)phenyl]hydantoin. The hydantoin ispurified by recrystallization from CH3OH: H2O. Reactants: CC1CN(Cc2ccccc2)CCN1, FC(F)(Cl)c1nnc2ccc(Cl)nn12. Yields the product CC1CN(Cc2ccccc2)CCN1c1ccc2nnc(C(F)(F)Cl)n2n1. Reaction SMILES: [CH2:1]([c:2]1[cH:3][cH:4][cH:5][cH:6][cH:7]1)[N:8]1[CH2:9][CH:10]([CH3:14])[NH:11][CH2:12][CH2:13]1.[Cl:15][c:16]1[cH:17][cH:18][c:19]2[n:20]([n:21]1)[c:22]([C:25]([F:26])([F:27])[Cl:28])[n:23][n:24]2>>[CH2:1]([c:2]1[cH:3][cH:4][cH:5][cH:6][cH:7]1)[N:8]1[CH2:9][CH:10]([CH3:14])[N:11]([c:16]2[cH:17][cH:18][c:19]3[n:20]([n:21]2)[c:22]([C:25]([F:26])([F:27])[Cl:28])[n:23][n:24]3)[CH2:12][CH2:13]1. Starting materials: C(C)(C)(C)OC(=O)NC1(CC1)C(=O)NCC(=O)OCC (Ethyl (1-tert-butoxycarbonylamino-1-cyclopropylcarbonylamino)acetate), C1(=CC=CC=C1)OC (anisole). The solvent is FC(C(=O)O)(F)F (trifluoroacetic acid). Run at time 2 hour. The product is NC1(CC1)C(=O)NCC(=O)OCC (Ethyl (1-amino-1-cyclopropylcarbonylamino)acetate). The yield is 92.7%. As a reaction SMILES: C(OC([NH:8][C:9]1([C:12]([NH:14][CH2:15][C:16]([O:18][CH2:19][CH3:20])=[O:17])=[O:13])[CH2:11][CH2:10]1)=O)(C)(C)C.C1(OC)C=CC=CC=1>FC(F)(F)C(O)=O>[NH2:8][C:9]1([C:12]([NH:14][CH2:15][C:16]([O:18][CH2:19][CH3:20])=[O:17])=[O:13])[CH2:11][CH2:10]1. Procedure details: To 680 mg of compound 22 were added 10 ml of trifluoroacetic acid and 0.5 g of anisole. The mixture was stirred at room temperature for 2 hours. The solvent was removed under reduced pressure. To the residue was added aqueous potassium carbonate and pH was adjusted over 10. The mixture was saturated with sodium chloride and extracted with chloroform. The chloroform layer was dried over anhydrous sodium sulfate and the solvent was removed under reduced pressure. The procedure gave 410 mg of compo... The reactants are CO, Cl, CCOC(=O)C(Cc1cccc(Oc2ccccc2)c1)C(O)c1ccc(F)cc1, [Na+], [OH-]. Product: O=C(O)C(Cc1cccc(Oc2ccccc2)c1)C(O)c1ccc(F)cc1. Reaction SMILES: [CH3:33][OH:34].[ClH:32].[F:1][c:2]1[cH:3][cH:4][c:5]([CH:8]([CH:9]([C:10](=[O:11])[O:12][CH2:13][CH3:14])[CH2:15][c:16]2[cH:17][c:18]([O:22][c:23]3[cH:24][cH:25][cH:26][cH:27][cH:28]3)[cH:19][cH:20][cH:21]2)[OH:29])[cH:6][cH:7]1.[Na+:31].[OH-:30]>>[F:1][c:2]1[cH:3][cH:4][c:5]([CH:8]([CH:9]([C:10](=[O:11])[OH:12])[CH2:15][c:16]2[cH:17][c:18]([O:22][c:23]3[cH:24][cH:25][cH:26][cH:27][cH:28]3)[cH:19][cH:20][cH:21]2)[OH:29])[cH:6][cH:7]1. Starting materials: Cn1nnc(-c2ccc(CN3CCC(=O)CC3)cc2)n1, N#C[Na]. Yields the product Cn1nnc(-c2ccc(CN3CCC(O)(C#N)CC3)cc2)n1. RXN SMILES: [CH3:1][n:2]1[n:3][c:4](-[c:7]2[cH:8][cH:9][c:10]([CH2:13][N:14]3[CH2:15][CH2:16][C:17](=[O:20])[CH2:18][CH2:19]3)[cH:11][cH:12]2)[n:5][n:6]1.[Na:21][C:22]#[N:23]>>[CH3:1][n:2]1[n:3][c:4](-[c:7]2[cH:8][cH:9][c:10]([CH2:13][N:14]3[CH2:15][CH2:16][C:17]([OH:20])([C:22]#[N:23])[CH2:18][CH2:19]3)[cH:11][cH:12]2)[n:5][n:6]1. Starting materials: C(Cl)Cl (methylene chloride), Cl (hydrochloric acid), Na, C(C)NCC (diethylamine), C(=O)(OC)C1C2C=CC(C1)O2 (2-carbomethoxy-7-oxabicyclo(2,2,1)hept-5-ene). Solvent: O (water). Run at temperature 140 celsius, time 15 hour. Product: C(C)N(C(C=C)=O)CC (N,N-diethylacrylamide). As a reaction SMILES: [CH2:1]([NH:3][CH2:4][CH3:5])[CH3:2].C([CH:10]1[CH2:15][CH:14]2[O:16]C1C=C2)(OC)=O.Cl.C(Cl)Cl>O>[CH2:1]([N:3]([CH2:4][CH3:5])[C:14](=[O:16])[CH:15]=[CH2:10])[CH3:2]. Procedure details: 7.2 parts 30% methanolic Na-methylate solution are added to 36.5 parts diethylamine. 77 parts 2-carbomethoxy-7-oxabicyclo(2,2,1)hept-5-ene are added drop-wise at 40° C. The reaction medium is then stirred for 15 hours at this temperature and neutralised with 4 parts concentrated hydrochloric acid. 100 parts methylene chloride and 50 parts water are added, the organic phase separated off, and the aqueous phase extracted 3 times with 25 parts methylene chloride in each instance. The combined organ...